Task: describe an organic reaction: reactants, conditions, products, and yield. Dataset: the Open Reaction Database (ORD), a public repository of structured organic reaction records Starting materials: C(\C=C\C(=O)O)(=O)O (fumaric acid), ClC1=CC(=C(C#N)C=C1)OC1=C(C(=CC=C1)C=O)OCCO (4-Chloro-2-[3-formyl-2-(2-hydroxyethoxy)phenoxy]benzonitrile), CN (methylamine), C(#N)[BH3-].[Na+] (sodium cyanoborohydride). The solvent is C(C)(=O)O.CO (acetic acid methanol). Yields the product C(\C=C\C(=O)O)(=O)O.C(C1=CC=CC=C1)#N (benzonitrile fumarate). Yield: 125.3%. Reaction SMILES: Cl[C:2]1[CH:9]=[CH:8][C:5]([C:6]#[N:7])=[C:4](OC2C=CC=C(C=O)C=2OCCO)[CH:3]=1.CN.C([BH3-])#N.[Na+].[C:29]([OH:36])(=[O:35])/[CH:30]=[CH:31]/[C:32]([OH:34])=[O:33]>C(O)(=O)C.CO>[C:29]([OH:36])(=[O:35])/[CH:30]=[CH:31]/[C:32]([OH:34])=[O:33].[C:6](#[N:7])[C:5]1[CH:8]=[CH:9][CH:2]=[CH:3][CH:4]=1 |f:2.3,5.6,7.8|. Procedure: 4-Chloro-2-[3-formyl-2-(2-hydroxyethoxy)phenoxy]benzonitrile (0.29 g, 0.91 mmol), methylamine (2M in methanol, 2.0 mL, 4.0 mmol) and sodium cyanoborohydride (70 mg, 1.1 mmol) were stirred at ambient temperature in a 1% acetic acid/methanol solution (25 mL) for 24 h. The solvent was removed in vacuo. The residue was treated with 10% sodium carbonate solution and extracted with ethyl acetate. The ethyl acetate layer was separated and fumaric acid (0.11 g, 0.95 mmol) was added. After the solvent wa... Starting materials: CC(=O)O[C@@H]1C[C@]2([C@@H](CC[C@@H]2O)C3=C1[C@@]4(C=5C(=COC5C3=O)C(=O)O[C@@H]4COC)C)C (17-hydroxywortmannin), N1CCCCC1 (piperidine). Run in C(Cl)Cl (CH2Cl2). Run at time 8 hour. Product: C(C)(=O)O[C@@H]1C[C@@]2([C@H](CCC2C=2C(C(=C3\C(\C(O[C@@H]([C@@]3(C21)C)COC)=O)=C/N2CCCCC2)O)=O)O)C ((1E,4S,4aR,5R,6aS,7S)-7,11-dihydroxy-4-(methoxymethyl)-4a,6a-dimethyl-2,10-dioxo-1-(piperidin-1-ylmethylene)-1,2,4,4a,5,6,6a,7,8,9,9a,10-dodecahydroindeno[4,5-h]isochromen-5-yl acetate). Isolated yield 53.3%. Reaction SMILES: [CH3:1][C:2]([O:4][C@H:5]1[C:14]2[C@@:15]3([CH3:30])[C@@H:26]([CH2:27][O:28][CH3:29])[O:25][C:23](=[O:24])[C:17]4=[CH:18][O:19][C:20]([C:21](=[O:22])[C:13]=2[C@@H:8]2[CH2:9][CH2:10][C@H:11]([OH:12])[C@@:7]2([CH3:31])[CH2:6]1)=[C:16]34)=[O:3].[NH:32]1[CH2:37][CH2:36][CH2:35][CH2:34][CH2:33]1>C(Cl)Cl>[C:2]([O:4][C@H:5]1[C:14]2[C@:15]3([CH3:30])[C:16](/[C:17](=[CH:18]\[N:32]4[CH2:37][CH2:36][CH2:35][CH2:34][CH2:33]4)/[C:23](=[O:24])[O:25][C@@H:26]3[CH2:27][O:28][CH3:29])=[C:20]([OH:19])[C:21](=[O:22])[C:13]=2[CH:8]2[C@@:7]([CH3:31])([C@@H:11]([OH:12])[CH2:10][CH2:9]2)[CH2:6]1)(=[O:3])[CH3:1]. Procedure: To a solution of 50 mg (0.12 mmol) 17-hydroxywortmannin in 0.5 mL CH2Cl2 is added 20.4 mg (0.24 mmol) piperidine. The reaction mixture is stirred at room temperature overnight. CH2Cl2 is removed in vacuo. The residue is triturated with Et2O to give 33 mg (53.3%) product as an orange powder. MS (ESI) m/z 516.25 (M+1). Reactants: Cl (hydrochloric acid), NC1=NC=2C=C(C=CC2C2=C1N=C(N2CCOC2=CC=CC=C2)CCCCNC(OC(C)(C)C)=O)OCC2=CC=CC=C2 (tert-butyl {4-[4-amino-7-benzyloxy-1-(2-phenoxyethyl)-1H-imidazo[4,5-c]quinolin-2-yl]butyl}carbamate). The solvent is C(C)O (ethanol). Product: NCCCCC=1N(C2=C(C(=NC=3C=C(C=CC23)OCC2=CC=CC=C2)N)N1)CCOC1=CC=CC=C1 (2-(4-aminobutyl)-7-benzyloxy-1-(2-phenoxyethyl)-1H-imidazo[4,5-c]quinolin-4-amine). The yield is 78.6%. Reaction SMILES: Cl.[NH2:2][C:3]1[C:12]2[N:13]=[C:14]([CH2:25][CH2:26][CH2:27][CH2:28][NH:29]C(=O)OC(C)(C)C)[N:15]([CH2:16][CH2:17][O:18][C:19]3[CH:24]=[CH:23][CH:22]=[CH:21][CH:20]=3)[C:11]=2[C:10]2[CH:9]=[CH:8][C:7]([O:37][CH2:38][C:39]3[CH:44]=[CH:43][CH:42]=[CH:41][CH:40]=3)=[CH:6][C:5]=2[N:4]=1>C(O)C>[NH2:29][CH2:28][CH2:27][CH2:26][CH2:25][C:14]1[N:15]([CH2:16][CH2:17][O:18][C:19]2[CH:20]=[CH:21][CH:22]=[CH:23][CH:24]=2)[C:11]2[C:10]3[CH:9]=[CH:8][C:7]([O:37][CH2:38][C:39]4[CH:44]=[CH:43][CH:42]=[CH:41][CH:40]=4)=[CH:6][C:5]=3[N:4]=[C:3]([NH2:2])[C:12]=2[N:13]=1. Procedure details: A solution of hydrochloric acid (5 mL of 1.5 M in ethanol) was added to a mixture of tert-butyl {4-[4-amino-7-benzyloxy-1-(2-phenoxyethyl)-1H-imidazo[4,5-c]quinolin-2-yl]butyl}carbamate (823 mg, 1.41 mmol) and ethanol. The reaction was heated at reflux for 30 minutes and became homogeneous. The solvent was removed under reduced pressure. The residue was recrystallized from methanol, isolated by filtration, washed with diethyl ether, and dried under reduced pressure to provide 534 mg of 2-(4-amin...